This data is from the Open Reaction Database (ORD), a public repository of structured organic reaction records. The task is: describe an organic reaction: reactants, conditions, products, and yield Starting materials: C1=C(C2=NNCCCCCCCC2)CCCCCCCCC1, CCOC(=O)C=CC1(C(=O)OCCC(C)C)CC(OCc2ccccc2)C1, CCOC(C)=O, C[N+](=O)[O-], O=C(O)CC(O)(CC(=O)O)C(=O)O. The product is CCOC(=O)CC(C[N+](=O)[O-])C1(C(=O)OCCC(C)C)CC(OCc2ccccc2)C1. As a reaction SMILES: [C:28]1([C:29]2=[CH:39][CH2:38][CH2:37][CH2:36][CH2:35][CH2:34][CH2:33][CH2:32][CH2:31][CH2:30]2)=[N:49][NH:48][CH2:47][CH2:46][CH2:45][CH2:44][CH2:43][CH2:42][CH2:41][CH2:40]1.[CH2:1]([c:2]1[cH:3][cH:4][cH:5][cH:6][cH:7]1)[O:8][CH:9]1[CH2:10][C:11]([C:13](=[O:14])[O:15][CH2:16][CH2:17][CH:18]([CH3:19])[CH3:20])([CH:21]=[CH:22][C:23](=[O:24])[O:25][CH2:26][CH3:27])[CH2:12]1.[CH3:63][CH2:64][O:65][C:66](=[O:67])[CH3:68].[N+:69](=[O:70])([O-:71])[CH3:72].[OH:50][C:51]([CH2:52][C:53]([C:54](=[O:55])[OH:56])([CH2:57][C:58](=[O:59])[OH:60])[OH:61])=[O:62]>>[CH2:1]([c:2]1[cH:3][cH:4][cH:5][cH:6][cH:7]1)[O:8][CH:9]1[CH2:10][C:11]([C:13](=[O:14])[O:15][CH2:16][CH2:17][CH:18]([CH3:19])[CH3:20])([CH:21]([CH2:22][C:23](=[O:24])[O:25][CH2:26][CH3:27])[CH2:72][N+:69](=[O:70])[O-:71])[CH2:12]1. The reactants are O=C1CCC(=O)N1Br, C=CCCC(O)Cc1cc(F)ccc1OC, ClCCl. Product: COc1ccc(F)cc1CC1CCC(CBr)O1. RXN SMILES: [Br:17][N:18]1[C:19](=[O:20])[CH2:21][CH2:22][C:23]1=[O:24].[CH3:1][O:2][c:3]1[c:4]([CH2:10][CH:11]([CH2:12][CH2:13][CH:14]=[CH2:15])[OH:16])[cH:5][c:6]([F:9])[cH:7][cH:8]1.[Cl:25][CH2:26][Cl:27]>>[CH3:1][O:2][c:3]1[c:4]([CH2:10][CH:11]2[CH2:12][CH2:13][CH:14]([CH2:15][Br:17])[O:16]2)[cH:5][c:6]([F:9])[cH:7][cH:8]1. Reactants: CC=1C(=C(C(=C(C1)C)SC)O)SC (3,5-dimethyl-2,6-bis(methylthio)phenol), CSC1=C(C=CC(=C1)SC)O (2,4-bis(methylthio)phenol). Yields the product CC=1C(=C(C(=C(C1SC)C)SC)O)SC (3,5-Dimethyl-2,4,6-tris(methylthio)phenol). As a reaction SMILES: [CH3:1][C:2]1[C:3]([S:12][CH3:13])=[C:4]([OH:11])[C:5]([S:9][CH3:10])=[C:6]([CH3:8])[CH:7]=1.[CH3:14][S:15]C1C=C(SC)C=CC=1O>>[CH3:1][C:2]1[C:3]([S:12][CH3:13])=[C:4]([OH:11])[C:5]([S:9][CH3:10])=[C:6]([CH3:8])[C:7]=1[S:15][CH3:14]. Reported procedure: NMR shows fraction 2 to be a mixture of about 90:10 of 3,5-dimethyl-2,6-bis(methylthio)phenol and 2,4-bis(methylthio)phenol. Reactants: C(=NC1CCCCC1)=NC1CCCCC1, ClCCl, NCCc1ccc(-c2sc3ccccc3c2Cc2ccc(OCCN3CCCC3)cc2)cc1, O=C(O)c1ccncc1. The product is O=C(NCCc1ccc(-c2sc3ccccc3c2Cc2ccc(OCCN3CCCC3)cc2)cc1)c1ccncc1. As a reaction SMILES: [CH:43]1([N:44]=[C:45]=[N:46][CH:47]2[CH2:48][CH2:49][CH2:50][CH2:51][CH2:52]2)[CH2:53][CH2:54][CH2:55][CH2:56][CH2:57]1.[Cl:58][CH2:59][Cl:60].[NH2:1][CH2:2][CH2:3][c:4]1[cH:5][cH:6][c:7](-[c:10]2[c:11]([CH2:19][c:20]3[cH:21][cH:22][c:23]([O:26][CH2:27][CH2:28][N:29]4[CH2:30][CH2:31][CH2:32][CH2:33]4)[cH:24][cH:25]3)[c:12]3[c:13]([s:14]2)[cH:15][cH:16][cH:17][cH:18]3)[cH:8][cH:9]1.[OH:34][C:35](=[O:36])[c:37]1[cH:38][cH:39][n:40][cH:41][cH:42]1>>[NH:1]([CH2:2][CH2:3][c:4]1[cH:5][cH:6][c:7](-[c:10]2[c:11]([CH2:19][c:20]3[cH:21][cH:22][c:23]([O:26][CH2:27][CH2:28][N:29]4[CH2:30][CH2:31][CH2:32][CH2:33]4)[cH:24][cH:25]3)[c:12]3[c:13]([s:14]2)[cH:15][cH:16][cH:17][cH:18]3)[cH:8][cH:9]1)[C:35](=[O:34])[c:37]1[cH:38][cH:39][n:40][cH:41][cH:42]1. Starting materials: Cl (HCl), FC1=C(C(=O)O)C=CC(=C1)Br (2-fluoro-4-bromobenzoic acid), S(=O)(Cl)Cl (thionyl chloride), C1=CC=CC=C1 (Benzene), [Cl-].[Cl-].[Cl-].[Al+3] (aluminum trichloride). Solvent: CN(C)C=O (DMF). Run at time 1 hour. Product: BrC1=CC(=C(C=C1)C(=O)C1=CC=CC=C1)Cl ((4-Bromo-2-chlorophenyl)-phenylmethanone). Reaction SMILES: F[C:2]1[CH:10]=[C:9]([Br:11])[CH:8]=[CH:7][C:3]=1[C:4]([OH:6])=O.S(Cl)(Cl)=O.[CH:16]1[CH:21]=[CH:20][CH:19]=[CH:18][CH:17]=1.[Cl-:22].[Cl-].[Cl-].[Al+3].Cl>CN(C=O)C>[Br:11][C:9]1[CH:8]=[CH:7][C:3]([C:4]([C:16]2[CH:21]=[CH:20][CH:19]=[CH:18][CH:17]=2)=[O:6])=[C:2]([Cl:22])[CH:10]=1 |f:3.4.5.6|. Procedure details: In an oven dried flask was added 2-fluoro-4-bromobenzoic acid (1.00 g, 4.25 mmol), thionyl chloride (0.77 mL, 0.010 mol) and a drop of DMF and the reaction was refluxed for 2 h. The excess thionyl chloride was then distilled off and the residual thionyl chloride was removed on the pump. Benzene (20 mL, 0.2 mol) and aluminum trichloride (0.676 g, 5.07 mmol) were added to the reaction mixture. The reaction mixture was stirred at room temp for 1 h. The crude reaction mixture was poured onto ice and...